Dataset: the Open Reaction Database (ORD), a public repository of structured organic reaction records. Task: describe an organic reaction: reactants, conditions, products, and yield Reactants: ClC=1N=CC2=C(N(CC(C(N2C)=O)(F)F)C2CCC2)N1 (2-chloro-9-cyclobutyl-7,7-difluoro-5-methyl-5,7,8,9-tetrahydro-pyrimido[4,5-b][1,4]diazepin-6-one), O.C=1(C(=CC=CC1)S(=O)(=O)O)C (toluenesulfonic acid monohydrate), NC1=C(C=C(C(=O)NCCN(C)C)C=C1)OC (4-amino-N-(2-dimethylamino-ethyl)-3-methoxy-benzamide). The solvent is C(C)(C)O (isopropanol). The product is C1(CCC1)N1C2=C(N(C(C(C1)(F)F)=O)C)C=NC(=N2)NC2=C(C=C(C(=O)NCCN(C)C)C=C2)OC (4-(9-cyclobutyl-7,7-difluoro-5-methyl-6-oxo-6,7,8,9-tetrahydro-5H-pyrimido[4,5-b][1,4]diazepin-2-ylamino)-N-(2-dimethylamino-ethyl)-3-methoxy-benzamide). The yield is 39.4%. As a reaction SMILES: Cl[C:2]1[N:3]=[CH:4][C:5]2[N:11]([CH3:12])[C:10](=[O:13])[C:9]([F:15])([F:14])[CH2:8][N:7]([CH:16]3[CH2:19][CH2:18][CH2:17]3)[C:6]=2[N:20]=1.O.C1(C)C(S(O)(=O)=O)=CC=CC=1.[NH2:33][C:34]1[CH:47]=[CH:46][C:37]([C:38]([NH:40][CH2:41][CH2:42][N:43]([CH3:45])[CH3:44])=[O:39])=[CH:36][C:35]=1[O:48][CH3:49]>C(O)(C)C>[CH:16]1([N:7]2[CH2:8][C:9]([F:15])([F:14])[C:10](=[O:13])[N:11]([CH3:12])[C:5]3[CH:4]=[N:3][C:2]([NH:33][C:34]4[CH:47]=[CH:46][C:37]([C:38]([NH:40][CH2:41][CH2:42][N:43]([CH3:44])[CH3:45])=[O:39])=[CH:36][C:35]=4[O:48][CH3:49])=[N:20][C:6]2=3)[CH2:19][CH2:18][CH2:17]1 |f:1.2|. Procedure details: A mixture of 0.0663 g (0.219 mmole) 2-chloro-9-cyclobutyl-7,7-difluoro-5-methyl-5,7,8,9-tetrahydro-pyrimido[4,5-b][1,4]diazepin-6-one (VII-1), 0.0625 g (0.33 mmole) of toluenesulfonic acid monohydrate, 0.052 g (0.219 mmole) of 4-amino-N-(2-dimethylamino-ethyl)-3-methoxy-benzamide and 1 mL of isopropanol was heated in a sealed vessel at 140 degrees for 19.5 hours, cooled and concentrated under reduced pressure. The residue taken up in ethyl acetate and washed successively with 50 mL of saturated ...